Task: describe an organic reaction: reactants, conditions, products, and yield. Dataset: the Open Reaction Database (ORD), a public repository of structured organic reaction records The reactants are SC1=NC(=NO1)C1=CC=CC=C1 (5-mercapto-3-phenyl-1,2,4-oxadiazole), C([O-])([O-])=O.[K+].[K+] (potassium carbonate), C(C#C)Br (propargyl bromide), CC(=O)C (acetone). Solvent: O (water). The product is C1(=CC=CC=C1)C1=NOC(=N1)SCC#C (3-phenyl-5-propargylthio-1,2,4-oxadiazole). Isolated yield 74.0%. As a reaction SMILES: [SH:1][C:2]1[O:6][N:5]=[C:4]([C:7]2[CH:12]=[CH:11][CH:10]=[CH:9][CH:8]=2)[N:3]=1.C(=O)([O-])[O-].[K+].[K+].[CH2:19](Br)[C:20]#[CH:21].CC(C)=O>O>[C:7]1([C:4]2[N:3]=[C:2]([S:1][CH2:21][C:20]#[CH:19])[O:6][N:5]=2)[CH:12]=[CH:11][CH:10]=[CH:9][CH:8]=1 |f:1.2.3|. Procedure: A mixture of 5-mercapto-3-phenyl-1,2,4-oxadiazole (100 parts), potassium carbonate (39 parts), propargyl bromide (66 parts) and dry acetone (500 parts) was heated at reflux for one hour. The solution was cooled, poured into water and extracted with chloroform. The extract was washed and dried and the solvent evaporated off to give 3-phenyl-5-propargylthio-1,2,4-oxadiazole (90 parts, 74% yield), melting point 39.40° C.